This data is from the Open Reaction Database (ORD), a public repository of structured organic reaction records. The task is: describe an organic reaction: reactants, conditions, products, and yield The reactants are CCOC(C)=O, CC1(O)CC(=O)OC(CCc2ccc(OCc3ccccc3)cc2)C1. Yields the product CC1(O)CC(=O)OC(CCc2ccc(O)cc2)C1. RXN SMILES: [CH3:26][CH2:27][O:28][C:29](=[O:30])[CH3:31].[OH:1][C:2]1([CH3:25])[CH2:3][C:4](=[O:5])[O:6][CH:7]([CH2:9][CH2:10][c:11]2[cH:12][cH:13][c:14]([O:17][CH2:18][c:19]3[cH:20][cH:21][cH:22][cH:23][cH:24]3)[cH:15][cH:16]2)[CH2:8]1>>[OH:1][C:2]1([CH3:25])[CH2:3][C:4](=[O:5])[O:6][CH:7]([CH2:9][CH2:10][c:11]2[cH:12][cH:13][c:14]([OH:17])[cH:15][cH:16]2)[CH2:8]1.